Dataset: the Open Reaction Database (ORD), a public repository of structured organic reaction records. Task: describe an organic reaction: reactants, conditions, products, and yield The yield is 80.1%. As a reaction SMILES: [CH3:1][O:2][C:3](=[O:16])[CH:4]([N:13]=[N+]=[N-])[CH2:5][S:6][C:7]1[CH:12]=[CH:11][CH:10]=[CH:9][CH:8]=1.Cl.[H][H]>CO.[Re]>[CH3:1][O:2][C:3](=[O:16])[CH:4]([NH2:13])[CH2:5][S:6][C:7]1[CH:12]=[CH:11][CH:10]=[CH:9][CH:8]=1. Solvent: CO (methanol). Reagents/catalysts: [Re] (rhenium). Reported procedure: 0.91 gram (3.84 mmoles) of the 2-azido-3-phenylmercapto-propionic acid methyl ester obtained in Example 2 in 8 ml of methanol was treated with 0.28 gram (7.68 mmoles) of hydrogen chloride, 1 mole % of rhenium VII sulfide based on the azido compound employed was added and the mixture hydrogenated in an autoclave at a hydrogen pressure of 60 bar at 25° C. for 3.5 hours. After the end of the reaction the catalyst was filtered off with suction, the solvent remained under reduced pressure and the res... The reactants are COC(C(CSC1=CC=CC=C1)N=[N+]=[N-])=O (2-azido-3-phenylmercapto-propionic acid methyl ester), Cl (hydrogen chloride), [H][H] (hydrogen), azido. Product: COC(C(CSC1=CC=CC=C1)N)=O (2-amino-3-phenylmercapto-propionic acid methyl ester).